This data is from the Open Reaction Database (ORD), a public repository of structured organic reaction records. The task is: describe an organic reaction: reactants, conditions, products, and yield The reactants are CO, Nc1cc(Cl)cc(NCCO)c1[N+](=O)[O-]. Product: COc1cc(N)c([N+](=O)[O-])c(NCCO)c1. As a reaction SMILES: [CH3:16][OH:17].[NH2:1][c:2]1[c:3]([N+:13](=[O:14])[O-:15])[c:4]([NH:9][CH2:10][CH2:11][OH:12])[cH:5][c:6]([Cl:8])[cH:7]1>>[NH2:1][c:2]1[c:3]([N+:13](=[O:14])[O-:15])[c:4]([NH:9][CH2:10][CH2:11][OH:12])[cH:5][c:6]([O:17][CH3:16])[cH:7]1. The reactants are C#CCNC(C=O)COC, CCCCCCc1nnc(N=C=O)s1, c1ccccc1. Product: C#CCN(C(=O)Nc1nnc(CCCCCC)s1)C(C=O)COC. Reaction SMILES: [CH2:15]([C:16]#[CH:17])[NH:18][CH:19]([CH:20]=[O:21])[CH2:22][O:23][CH3:24].[CH2:1]([CH2:2][CH2:3][CH2:4][CH2:5][CH3:6])[c:7]1[n:8][n:9][c:10]([N:12]=[C:13]=[O:14])[s:11]1.[cH:25]1[cH:26][cH:27][cH:28][cH:29][cH:30]1>>[CH2:1]([CH2:2][CH2:3][CH2:4][CH2:5][CH3:6])[c:7]1[n:8][n:9][c:10]([NH:12][C:13](=[O:14])[N:18]([CH2:15][C:16]#[CH:17])[CH:19]([CH:20]=[O:21])[CH2:22][O:23][CH3:24])[s:11]1. Starting materials: CI (CH3I), C(CCCCCCCCCCCCCCC)SCC(O)COC(C1=CC=CC=C1)(C1=CC=CC=C1)C1=CC=CC=C1 ((±)-1-S-hexadecyl-3-O-tritylthioglycerol), [H-].[Na+] (NaH). The solvent is O (water), C1CCOC1 (THF), C1CCOC1 (THF). Reaction conditions: time 1 hour. Yields the product C(CCCCCCCCCCCCCCC)SCC(OC)COC(C1=CC=CC=C1)(C1=CC=CC=C1)C1=CC=CC=C1 ((±)-1-S-hexadecyl-2-O-methyl-3-O-tritylthioglycerol). The yield is 101.9%. RXN SMILES: [CH2:1]([S:17][CH2:18][CH:19]([CH2:21][O:22][C:23]([C:36]1[CH:41]=[CH:40][CH:39]=[CH:38][CH:37]=1)([C:30]1[CH:35]=[CH:34][CH:33]=[CH:32][CH:31]=1)[C:24]1[CH:29]=[CH:28][CH:27]=[CH:26][CH:25]=1)[OH:20])[CH2:2][CH2:3][CH2:4][CH2:5][CH2:6][CH2:7][CH2:8][CH2:9][CH2:10][CH2:11][CH2:12][CH2:13][CH2:14][CH2:15][CH3:16].[H-].[Na+].[CH3:44]I>C1COCC1.O>[CH2:1]([S:17][CH2:18][CH:19]([CH2:21][O:22][C:23]([C:36]1[CH:37]=[CH:38][CH:39]=[CH:40][CH:41]=1)([C:30]1[CH:31]=[CH:32][CH:33]=[CH:34][CH:35]=1)[C:24]1[CH:29]=[CH:28][CH:27]=[CH:26][CH:25]=1)[O:20][CH3:44])[CH2:2][CH2:3][CH2:4][CH2:5][CH2:6][CH2:7][CH2:8][CH2:9][CH2:10][CH2:11][CH2:12][CH2:13][CH2:14][CH2:15][CH3:16] |f:1.2|. Procedure details: A solution of 6.0 grams (0.01 mole) (±)-1-S-hexadecyl-3-O-tritylthioglycerol in 250 milliliters of THF was added to a slurry of 0.4 grams (0.014 mole) 80% NaH (oil dispersion) in 50 milliliters of THF and the reaction mixture stirred at room temperature for one hour. Then 1.4 gram (0.13 mole) of CH3I was added and the reaction allowed to proceed at room temperature for 24 hours. The reaction mixture was then diluted with 300 milliliters of distilled water and extracted twice with 200 milliliter ... Reaction conditions: time 1 hour. Procedure details: To a solution of 2.3 g (8.42 mmol) of 1,1,1-trifluoro-4-(4-fluoro-2-methoxyphenyl)-4-methylpentan-2-ol in dichloromethane was added the 4.96 (11.70 mmol) of Dess-Martin periodinane. After 1 hour, the mixture was concentrated and diluted with ether-hexanes (1:9) and filtered through a pad of silica gel washing with 1:1 ether-hexanes. A second pad of silica gel using EtOAc-hexanes (1:9) afforded the title compound as an oil. The product was dried under vacuum to a constant weight of 2 g (85%). Reaction SMILES: [F:1][C:2]([F:19])([F:18])[CH:3]([OH:17])[CH2:4][C:5]([C:8]1[CH:13]=[CH:12][C:11]([F:14])=[CH:10][C:9]=1[O:15][CH3:16])([CH3:7])[CH3:6].CC(OI1(OC(C)=O)(OC(C)=O)OC(=O)C2C=CC=CC1=2)=O>ClCCl>[F:19][C:2]([F:1])([F:18])[C:3](=[O:17])[CH2:4][C:5]([C:8]1[CH:13]=[CH:12][C:11]([F:14])=[CH:10][C:9]=1[O:15][CH3:16])([CH3:7])[CH3:6]. The solvent is ClCCl (dichloromethane). Yields the product FC(C(CC(C)(C)C1=C(C=C(C=C1)F)OC)=O)(F)F (1,1,1-trifluoro-4-(4-fluoro-2-methoxyphenyl)-4-methylpentan-2-one). Starting materials: FC(C(CC(C)(C)C1=C(C=C(C=C1)F)OC)O)(F)F (1,1,1-trifluoro-4-(4-fluoro-2-methoxyphenyl)-4-methylpentan-2-ol), 4.96, CC(=O)OI1(C=2C=CC=CC2C(=O)O1)(OC(=O)C)OC(=O)C (Dess-Martin periodinane). Reactants: ClC1=NC=CC(=C1)CN1CCN(CC1)C(C)=O (1-(2-Chloropyridin-4-ylmethyl)-4-acetylpiperazine), NC=1N=CC2=CC=CC=C2C1 (3-aminoisoquinoline), CC1(C2=C(C(=CC=C2)P(C3=CC=CC=C3)C4=CC=CC=C4)OC5=C(C=CC=C51)P(C6=CC=CC=C6)C7=CC=CC=C7)C (xantphos), C(=O)([O-])[O-].[Cs+].[Cs+] (Cs2CO3). Reagents/catalysts: C=1C=CC(=CC1)/C=C/C(=O)/C=C/C2=CC=CC=C2.C=1C=CC(=CC1)/C=C/C(=O)/C=C/C2=CC=CC=C2.C=1C=CC(=CC1)/C=C/C(=O)/C=C/C2=CC=CC=C2.[Pd].[Pd] (Pd2(dba)3). Solvent: CCOC(=O)C (EtOAc), C1(=CC=CC=C1)C (toluene). Yields the product C1=NC(=CC2=CC=CC=C12)NC1=NC=CC(=C1)CN1CCN(CC1)C(C)=O (1-[4-[2-(Isoquinolin-3-ylamino)-pyridin-4-ylmethyl]-piperazin-1-yl]-ethanone), solid. Yield: 48.0%. Reaction SMILES: Cl[C:2]1[CH:7]=[C:6]([CH2:8][N:9]2[CH2:14][CH2:13][N:12]([C:15](=[O:17])[CH3:16])[CH2:11][CH2:10]2)[CH:5]=[CH:4][N:3]=1.[NH2:18][C:19]1[N:20]=[CH:21][C:22]2[C:27]([CH:28]=1)=[CH:26][CH:25]=[CH:24][CH:23]=2.CC1(C)C2C(=C(P(C3C=CC=CC=3)C3C=CC=CC=3)C=CC=2)OC2C(P(C3C=CC=CC=3)C3C=CC=CC=3)=CC=CC1=2.C([O-])([O-])=O.[Cs+].[Cs+]>C1(C)C=CC=CC=1.C1C=CC(/C=C/C(/C=C/C2C=CC=CC=2)=O)=CC=1.C1C=CC(/C=C/C(/C=C/C2C=CC=CC=2)=O)=CC=1.C1C=CC(/C=C/C(/C=C/C2C=CC=CC=2)=O)=CC=1.[Pd].[Pd].CCOC(C)=O>[CH:21]1[C:22]2[C:27](=[CH:26][CH:25]=[CH:24][CH:23]=2)[CH:28]=[C:19]([NH:18][C:2]2[CH:7]=[C:6]([CH2:8][N:9]3[CH2:14][CH2:13][N:12]([C:15](=[O:17])[CH3:16])[CH2:11][CH2:10]3)[CH:5]=[CH:4][N:3]=2)[N:20]=1 |f:3.4.5,7.8.9.10.11|. Reported procedure: 1-(2-Chloropyridin-4-ylmethyl)-4-acetylpiperazine (1.0 equiv) (Preparation B-15) was mixed with 3-aminoisoquinoline (1.0 equiv), Pd2(dba)3(0.1 equiv), xantphos (0.15 equiv), and Cs2CO3 (1.4 equiv) in toluene. The mixture was refluxed overnight, and EtOAc was added in to dilute the mixture. After filtration, the filtrate was concentrated and applied onto a silica gel column. The title compound was obtained as a yellow solid (50 mg, yield 48%). 1H NMR (CDCl3, 300 MHz) δ: 2.10 (s, 3H, Ac), 2.47 (t,... Starting materials: Cl.NCC1=C2CCCC2=CC(=C1O)S(=O)(=O)C (4-aminomethyl-5-hydroxy-6-methylsulfonylindane hydrochloride), C1N2CN3CN1CN(C2)C3 (urotropine), FC(C(=O)O)(F)F (trifluoroacetic acid). The product is C(=O)C1=C2CCCC2=CC(=C1O)S(=O)(=O)C (4-Formyl-5-hydroxy-6-methylsulfonylindane). As a reaction SMILES: Cl.N[CH2:3][C:4]1[C:12]([OH:13])=[C:11]([S:14]([CH3:17])(=[O:16])=[O:15])[CH:10]=[C:9]2[C:5]=1[CH2:6][CH2:7][CH2:8]2.C1N2CN3CN(C2)CN1C3.FC(F)(F)C(O)=[O:31]>>[CH:3]([C:4]1[C:12]([OH:13])=[C:11]([S:14]([CH3:17])(=[O:16])=[O:15])[CH:10]=[C:9]2[C:5]=1[CH2:6][CH2:7][CH2:8]2)=[O:31] |f:0.1|. Procedure details: 0.83 g (0.003 mol) of 4-aminomethyl-5-hydroxy-6-methylsulfonylindane hydrochloride is reacted with 0.42 g of urotropine in 6 ml of trifluoroacetic acid in analogy to Example 1. Melting point: 152°-153° C. Reactants: CC#N, CCOC(C)=O, O=C(CCl)c1ccccc1, [K+], [K+], O=C([O-])[O-], c1cn[nH]c1. The product is O=C(Cn1cccn1)c1ccccc1. Reaction SMILES: [CH3:22][C:23]#[N:24].[CH3:25][CH2:26][O:27][C:28]([CH3:29])=[O:30].[Cl:1][CH2:2][C:3](=[O:4])[c:5]1[cH:6][cH:7][cH:8][cH:9][cH:10]1.[K+:16].[K+:17].[O-:18][C:19]([O-:20])=[O:21].[nH:11]1[n:12][cH:13][cH:14][cH:15]1>>[CH2:2]([C:3](=[O:4])[c:5]1[cH:6][cH:7][cH:8][cH:9][cH:10]1)[n:11]1[n:12][cH:13][cH:14][cH:15]1. The product is BrC1=NN(C(=C1Br)C)C(C(=O)O)C (3,4 -dibromo-α, 5-dimethylpyrazole-1-acetic acid). The solvent is O (water). Starting materials: BrC1=NN(C(=C1Br)C)C(C(=O)OCC)C (ethyl 3,4 -dibromo-α,5-dimethylpyrazole-1-acetate), [OH-].[Na+] (sodium hydroxide). Yield: 85.0%. As a reaction SMILES: [Br:1][C:2]1[C:6]([Br:7])=[C:5]([CH3:8])[N:4]([CH:9]([CH3:15])[C:10]([O:12]CC)=[O:11])[N:3]=1.[OH-].[Na+]>O>[Br:1][C:2]1[C:6]([Br:7])=[C:5]([CH3:8])[N:4]([CH:9]([CH3:15])[C:10]([OH:12])=[O:11])[N:3]=1 |f:1.2|. Procedure: A quantity (5.1 g., 0.015 mole) of the ethyl 3,4 -dibromo-α,5-dimethylpyrazole-1-acetate prepared in Part A, above, was added to a solution consisting of 0.8 g. (0.02 mole) sodium hydroxide in 100 ml. water and the resulting suspension was heated at the reflux temperature for 3 hrs. A clear, aqueous solution resulted. The aqueous solution was extracted with 50 ml. diethyl ether and the ether extract was discarded. The ether-extracted aqueous layer was then adjusted to pH 2 with 1.5 N hydrochlori... Starting materials: ClC1=CC=C(C=N1)C(C)=O (1-(6-chloro-pyridin-3-yl)-ethanone), N1C=NC=C1 (1H-imidazole). The solvent is ice water. Conditions: temperature 125 celsius, time 2 hour. Yields the product N1(C=NC=C1)C1=CC=C(C=N1)C(C)=O (1-(6-imidazol-1-yl-pyridin-3-yl)-ethanone). The yield is 69.3%. As a reaction SMILES: Cl[C:2]1[N:7]=[CH:6][C:5]([C:8](=[O:10])[CH3:9])=[CH:4][CH:3]=1.[NH:11]1[CH:15]=[CH:14][N:13]=[CH:12]1>>[N:11]1([C:2]2[N:7]=[CH:6][C:5]([C:8](=[O:10])[CH3:9])=[CH:4][CH:3]=2)[CH:15]=[CH:14][N:13]=[CH:12]1. Reported procedure: To a 25 mL vial which contained 1-(6-chloro-pyridin-3-yl)-ethanone (1.5 g, 10 mmoL) was added 1H-imidazole (3 g, 50 mmoL) at rt. The mixture was stirred at 120-130° C. for 2 h and cooled to rt. The contents were poured into 150 mL ice-water solution and extracted with EtOAc (3×100 mL). The combined organic layers was washed with water (3×50 mL), brine (50 mL) and dried over Na2SO4. The solvent was removed under vacuum to yield the crude which was purified by column to afford desired 1-(6-imidazo... The reactants are compound 337, ClC1=C(C(=O)C=2C=C(C(=O)O)C=CC2C)C=CC(=C1)NC1=C(C=C(C=C1)F)F (3-[2-Chloro-4-(2,4-difluorophenylamino)benzoyl]-4-methylbenzoic acid), Cl.NN1CCOCC1 (N-amino-morpholine hydrochloride). Yields the product ethyl acetate petroleum ether, ClC1=C(C(=O)C=2C=C(C(=O)NN3CCOCC3)C=CC2C)C=CC(=C1)NC1=C(C=C(C=C1)F)F (3-[2-Chloro-4-(2,4-difluoro-phenylamino)-benzoyl]-4-methyl-N-morpholin-4-yl-benzamide). Reaction SMILES: [Cl:1][C:2]1[CH:19]=[C:18]([NH:20][C:21]2[CH:26]=[CH:25][C:24]([F:27])=[CH:23][C:22]=2[F:28])[CH:17]=[CH:16][C:3]=1[C:4]([C:6]1[CH:7]=[C:8]([CH:12]=[CH:13][C:14]=1[CH3:15])[C:9](O)=[O:10])=[O:5].Cl.[NH2:30][N:31]1[CH2:36][CH2:35][O:34][CH2:33][CH2:32]1>>[Cl:1][C:2]1[CH:19]=[C:18]([NH:20][C:21]2[CH:26]=[CH:25][C:24]([F:27])=[CH:23][C:22]=2[F:28])[CH:17]=[CH:16][C:3]=1[C:4]([C:6]1[CH:7]=[C:8]([CH:12]=[CH:13][C:14]=1[CH3:15])[C:9]([NH:30][N:31]1[CH2:36][CH2:35][O:34][CH2:33][CH2:32]1)=[O:10])=[O:5] |f:1.2|. Procedure: Compound 424 (50 mg, 0.12 mmol) and N-amino-morpholine hydrochloride (35 mg, 0.25 mmol) were treated as described for compound 337. Flash chromatography (ethyl acetate/petroleum ether: graduated from 67/33 to 100/0) provided the title compound. 13C NMR (DMSO-d6) δ 194.5, 168.2, 158.9 (dd), 155.8 (dd), 149.5, 139.1, 138.2, 133.7, 133.7, 132.9, 131.3, 129.3, 127.5, 126.5 (dd), 126.5, 124.3 (dd), 114.8, 112.0 (dd), 111.9, 105.1 (dd), 66.0, 19.7